Dataset: the Open Reaction Database (ORD), a public repository of structured organic reaction records. Task: describe an organic reaction: reactants, conditions, products, and yield Starting materials: BrC=1C=NC=2N(C1)N=C(C2)C(=O)O (6-bromo-pyrazolo[1,5-a]pyrimidine-2-carboxylic acid), CC1NCCC2=C(C=CC=C12)C=1C=NC=CC1 (1-Methyl-5-pyridin-3-yl-1,2,3,4-tetrahydro-isoquinoline). Yields the product BrC=1C=NC=2N(C1)N=C(C2)C(=O)N2C(C1=CC=CC(=C1CC2)N2CN=CC=C2)C ((6-Bromo-pyrazolo[1,5-a]pyrimidin-2-yl)-(1-methyl-5-pyrimidin-3-yl-3,4-dihydro-1H-isoquinolin-2-yl)-methanone). As a reaction SMILES: [Br:1][C:2]1[CH:3]=[N:4][C:5]2[N:6]([N:8]=[C:9]([C:11]([OH:13])=O)[CH:10]=2)[CH:7]=1.[CH3:14][CH:15]1[C:24]2[C:19](=[C:20](C3C=NC=CC=3)[CH:21]=[CH:22][CH:23]=2)[CH2:18][CH2:17][NH:16]1>>[Br:1][C:2]1[CH:3]=[N:4][C:5]2[N:6]([N:8]=[C:9]([C:11]([N:16]3[CH2:17][CH2:18][C:19]4[C:24](=[CH:23][CH:22]=[CH:21][C:20]=4[N:6]4[CH:7]=[CH:2][CH:3]=[N:4][CH2:5]4)[CH:15]3[CH3:14])=[O:13])[CH:10]=2)[CH:7]=1. Reported procedure: In close analogy to the procedure described in Example 1, 6-bromo-pyrazolo[1,5-a]pyrimidine-2-carboxylic acid is reacted with 1-Methyl-5-pyridin-3-yl-1,2,3,4-tetrahydro-isoquinoline to provide the title compound in moderate yield. Reactants: COC1=C(C=CC(=O)OCC)C=CC=C1 (ethyl 2-methoxycinnamate), [H-].[Al+3].[Li+].[H-].[H-].[H-] (lithium aluminum hydride), [H-] (hydride), O.O.O.O.O.O.O.O.O.O.S(=O)(=O)([O-])[O-].[Na+].[Na+] (sodium sulfate decahydrate). Run in O1CCCC1 (tetrahydrofuran), O1CCCC1 (tetrahydrofuran). Reaction conditions: time 1.5 hour. Product: COC1=C(C=CC=C1)CCCO (3-(2-methoxyphenyl)propanol). The yield is 81.0%. RXN SMILES: [CH3:1][O:2][C:3]1[CH:15]=[CH:14][CH:13]=[CH:12][C:4]=1[CH:5]=[CH:6][C:7](OCC)=[O:8].[H-].[Al+3].[Li+].[H-].[H-].[H-].O.O.O.O.O.O.O.O.O.O.S([O-])([O-])(=O)=O.[Na+].[Na+].[H-]>O1CCCC1>[CH3:1][O:2][C:3]1[CH:15]=[CH:14][CH:13]=[CH:12][C:4]=1[CH2:5][CH2:6][CH2:7][OH:8] |f:1.2.3.4.5.6,7.8.9.10.11.12.13.14.15.16.17.18.19|. Procedure: A solution of 980 mg of ethyl 2-methoxycinnamate in 15 ml of tetrahydrofuran was added dropwise to a dispersion of 290 mg of lithium aluminum hydride and 10 ml of tetrahydrofuran, whilst ice-cooling. After the addition was complete, the reaction mixture was stirred at room temperature for 1.5 hours, and then sufficient sodium sulfate decahydrate was slowly added, whilst ice-cooling, to the mixture in order to decompose any excess of the hydride. Insoluble materials were filtered off, and the fil... Reactants: COC(=O)c1ccccc1O, CN(C)CCCl, CC#N, Cl, [H-], [Na+]. Yields the product COC(=O)c1ccccc1OCCN(C)C. Reaction SMILES: [C:1]([c:2]1[c:3]([OH:4])[cH:5][cH:6][cH:7][cH:8]1)(=[O:9])[O:10][CH3:11].[CH3:15][N:16]([CH3:17])[CH2:18][CH2:19][Cl:20].[CH3:21][C:22]#[N:23].[ClH:14].[H-:12].[Na+:13]>>[C:1]([c:2]1[c:3]([O:4][CH2:19][CH2:18][N:16]([CH3:15])[CH3:17])[cH:5][cH:6][cH:7][cH:8]1)(=[O:9])[O:10][CH3:11]. Starting materials: CCn1c2ccc(CO)cc2c2cc(OC)ccc21, CC(C)=O, O=[Mn]=O. Product: CCn1c2ccc(C=O)cc2c2cc(OC)ccc21. RXN SMILES: [CH2:1]([CH3:2])[n:3]1[c:4]2[cH:5][cH:6][c:7]([O:18][CH3:19])[cH:8][c:9]2[c:10]2[cH:11][c:12]([CH2:16][OH:17])[cH:13][cH:14][c:15]12.[CH3:20][C:21](=[O:22])[CH3:23].[O:24]=[Mn:25]=[O:26]>>[CH2:1]([CH3:2])[n:3]1[c:4]2[cH:5][cH:6][c:7]([O:18][CH3:19])[cH:8][c:9]2[c:10]2[cH:11][c:12]([CH:16]=[O:17])[cH:13][cH:14][c:15]12. The reactants are CC(C)(C)[O-], CS(C)=O, N#CCCl, [K+], O, COC(=O)c1c(O)c2cc(OC)ccc2n1C. The product is COC(=O)c1c(OCC#N)c2cc(OC)ccc2n1C. As a reaction SMILES: [CH3:1][C:2]([CH3:3])([O-:4])[CH3:5].[CH3:29][S:30](=[O:31])[CH3:32].[Cl:24][CH2:25][C:26]#[N:27].[K+:6].[OH2:28].[OH:7][c:8]1[c:9]([C:20](=[O:21])[O:22][CH3:23])[n:10]([CH3:19])[c:11]2[cH:12][cH:13][c:14]([O:17][CH3:18])[cH:15][c:16]12>>[O:7]([c:8]1[c:9]([C:20](=[O:21])[O:22][CH3:23])[n:10]([CH3:19])[c:11]2[cH:12][cH:13][c:14]([O:17][CH3:18])[cH:15][c:16]12)[CH2:25][C:26]#[N:27]. Starting materials: Clc1ccc2c(Cl)ccnc2c1, Nc1ccc(S(=O)(=O)O)c(Cl)c1, Cl, O. Product: O=S(=O)(O)c1ccc(Nc2ccnc3cc(Cl)ccc23)cc1Cl. RXN SMILES: [Cl:13][c:14]1[cH:15][cH:16][n:17][c:18]2[cH:19][c:20]([Cl:24])[cH:21][cH:22][c:23]12.[Cl:1][c:2]1[c:3]([S:4](=[O:5])(=[O:6])[OH:7])[cH:8][cH:9][c:10]([NH2:12])[cH:11]1.[ClH:25].[OH2:26]>>[Cl:1][c:2]1[c:3]([S:4](=[O:5])(=[O:6])[OH:7])[cH:8][cH:9][c:10]([NH:12][c:14]2[cH:15][cH:16][n:17][c:18]3[cH:19][c:20]([Cl:24])[cH:21][cH:22][c:23]23)[cH:11]1. Reactants: [BH4-].[Na+] (sodium borohydride), O1CCCC1 (tetrahydrofuran), CN1CCOCC1 (N-methylmorpholine), C(C(C)C)OC(=O)Cl (isobutylchloroformate), C(C)(C)(C)OC(=O)NC(C(=O)O)C (tert.-butoxycarbonylamino-propionic acid), C1CCOC1 (THF). Reaction conditions: temperature 0 celsius, time 15 minute. The product is C(C1=CC=CC=C1)OC(N[C@@H](CO)CNC(=O)OC(C)(C)C)=O ([(R)-1-(tert-butoxycarbonylamino-methyl)-2-hydroxy-ethyl]-carbamic acid benzyl ester). Reaction SMILES: [C:1]([O:5][C:6]([NH:8][CH:9](C)C(O)=O)=[O:7])([CH3:4])([CH3:3])[CH3:2].C[N:15]1[CH2:20][CH2:19][O:18]CC1.[CH2:21]([O:25][C:26](Cl)=[O:27])[CH:22]([CH3:24])[CH3:23].[BH4-].[Na+].[CH2:31]1[CH2:35]OC[CH2:32]1>>[CH2:21]([O:25][C:26](=[O:27])[NH:15][C@H:20]([CH2:9][NH:8][C:6]([O:5][C:1]([CH3:2])([CH3:3])[CH3:4])=[O:7])[CH2:19][OH:18])[C:22]1[CH:24]=[CH:35][CH:31]=[CH:32][CH:23]=1 |f:3.4|. Reported procedure: A solution of (R)-2-benzyloxycarbonylamino-3-.tert.-butoxycarbonylamino-propionic acid (0.5 g, 1.47 mmol) in dry THF (5 ml) cooled to 0° C. is treated with N-methylmorpholine (0.16 ml, 1.47 mmol) and isobutylchloroformate (0.2 ml, 1.47 mmol). The reaction mixture is stirred at 0° C. for 15 minutes then added to a vigorously stirred suspension of sodium borohydride (0.16 g, 4.41 mmol) in dry tetrahydrofuran (5 ml) at 0° C. The reaction mixture is stirred for a further 2 hours, then quenched with ... Reactants: ClCCCCN1C(NC(C(=C1)C=1SC=CC1)=O)=O (1-(4-chlorobutyl)-5-(thiophen-2-yl)pyrimidine-2,4(1H,3H)-dione), Cl.FC=1C=C2CCC3(CNCC3)C2=CC1 (5-fluoro-2,3-dihydrospiro[indene-1,3′-pyrrolidine]hydrochloride salt), C([O-])([O-])=O.[K+].[K+] (potassium carbonate), [I-].[Na+] (sodium iodide). The solvent is CN1CCCC1=O (NMP), O (water). Run at temperature 70 celsius, time 8 hour. Product: Cl.FC=1C=C2CCC3(CN(CC3)CCCCN3C(NC(C(=C3)C=3SC=CC3)=O)=O)C2=CC1 (1-(4-(5-fluoro-2,3-dihydrospiro[indene-1,3′-pyrrolidine]-1′-yl)butyl)-5-(thiophen-2-yl)pyrimidine-2,4(1H,3H)-dione hydrochloride). Isolated yield 84.0%. RXN SMILES: [Cl:1][CH2:2][CH2:3][CH2:4][CH2:5][N:6]1[CH:11]=[C:10]([C:12]2[S:13][CH:14]=[CH:15][CH:16]=2)[C:9](=[O:17])[NH:8][C:7]1=[O:18].Cl.[F:20][C:21]1[CH:22]=[C:23]2[C:31](=[CH:32][CH:33]=1)[C:26]1([CH2:30][CH2:29][NH:28][CH2:27]1)[CH2:25][CH2:24]2.C(=O)([O-])[O-].[K+].[K+].[I-].[Na+]>O.CN1C(=O)CCC1>[ClH:1].[F:20][C:21]1[CH:22]=[C:23]2[C:31](=[CH:32][CH:33]=1)[C:26]1([CH2:30][CH2:29][N:28]([CH2:2][CH2:3][CH2:4][CH2:5][N:6]3[CH:11]=[C:10]([C:12]4[S:13][CH:14]=[CH:15][CH:16]=4)[C:9](=[O:17])[NH:8][C:7]3=[O:18])[CH2:27]1)[CH2:25][CH2:24]2 |f:1.2,3.4.5,6.7,10.11|. Reported procedure: A mixture of 1-(4-chlorobutyl)-5-(thiophen-2-yl)pyrimidine-2,4(1H,3H)-dione (Prep23, 50 mg, 0.18 mmol), 5-fluoro-2,3-dihydrospiro[indene-1,3′-pyrrolidine]hydrochloride salt (Prep14, 50 mg, 0.26 mmol), potassium carbonate (108 mg, 0.78 mmol), sodium iodide (108 mg, 0.72 mmol) and NMP (1 ml) was stirred at 70° C. overnight. The mixture was then diluted with water and extracted with ethyl acetate. The EA phase was evaporated and the crude purified by preparative TLC to give the free base of the tit... Starting materials: [H-].[Na+] (sodium hydride), [F-].C(CCC)[N+](CCCC)(CCCC)CCCC (tetrabutylammonium fluoride), C(C)(C)(C)[SiH2]OC(C1=CC(=NC(=C1)F)F)(C1=CC=CC=C1)C1=CC=CC=C1 (4-(tert-butyl-diphenyl-silanyloxymethyl)-2,6-difluoro-pyridine), C(C1=CC=CC=C1)O (benzyl alcohol). The solvent is C1CCOC1 (THF), C1CCOC1 (THF), CCOCC (ether). Yields the product C(C1=CC=CC=C1)OC1=NC(=CC(=C1)CO)F ((2-benzyloxy-6-fluoro-pyridin-4-yl)-methanol). The yield is 73.4%. RXN SMILES: C([SiH2][O:6][C:7](C1C=CC=CC=1)(C1C=CC=CC=1)[C:8]1[CH:13]=[C:12]([F:14])[N:11]=[C:10](F)[CH:9]=1)(C)(C)C.[CH2:28]([OH:35])[C:29]1[CH:34]=[CH:33][CH:32]=[CH:31][CH:30]=1.[H-].[Na+].[F-].C([N+](CCCC)(CCCC)CCCC)CCC>C1COCC1.CCOCC>[CH2:28]([O:35][C:10]1[CH:9]=[C:8]([CH2:7][OH:6])[CH:13]=[C:12]([F:14])[N:11]=1)[C:29]1[CH:34]=[CH:33][CH:32]=[CH:31][CH:30]=1 |f:2.3,4.5|. Procedure details: To a stirred solution of 4-(tert-butyl-diphenyl-silanyloxymethyl)-2,6-difluoro-pyridine (1.917 g, 5 mmol) and benzyl alcohol (543 μl, 5.25 mmol) in THF (20 ml) cooled in a dry ice-acetone bath (−50° C.) under nitrogen, was added 60% sodium hydride (240 mg, 6 mmol). The mixture was then slowly warmed up to room temperature during 2 hr. The mixture was diluted with ether, washed with water, dried with anhydrous magnesium sulfate, filtered, and evaporated in vacuo. The residue was then dissolved in...